This data is from the Open Reaction Database (ORD), a public repository of structured organic reaction records. The task is: describe an organic reaction: reactants, conditions, products, and yield Reactants: C(=O)(O)[O-].[Na+] (NaHCO3), [N+](=O)([O-])C1=CC=C(C=C1)S(=O)(=O)Cl (p-nitrobenzenesulfonyl chloride), Cl.COC([C@H](CC1=CC2=C(O[C@@H](CO2)C2=CC=C(C=C2)OCC2=CC(=C(C=C2)Cl)Cl)C=C1)N)=O ((S)-2-Amino-3-{(R)-2-[4-(3,4-dichloro-benzyloxy)-phenyl]-2,3-dihydro-benzo[1,4]dioxin-6-yl}-propionic acid methyl ester hydrochloride). Run in CCOC(=O)C (EtOAc). Conditions: time 2 hour. Product: COC([C@H](CC1=CC2=C(O[C@@H](CO2)C2=CC=C(C=C2)OCC2=CC(=C(C=C2)Cl)Cl)C=C1)NS(=O)(=O)C1=CC=C(C=C1)[N+](=O)[O-])=O ((S)-3-{(R)-2-[4-(3,4-Dichloro-benzyloxy)-phenyl]-2,3-dihydro-benzo[1,4]dioxin-6-yl}-2-(4-nitro-benzenesulfonylamino)-propionic acid methyl ester). The yield is 110.4%. Reaction SMILES: Cl.[CH3:2][O:3][C:4](=[O:34])[C@@H:5]([NH2:33])[CH2:6][C:7]1[CH:32]=[CH:31][C:10]2[O:11][C@H:12]([C:15]3[CH:20]=[CH:19][C:18]([O:21][CH2:22][C:23]4[CH:28]=[CH:27][C:26]([Cl:29])=[C:25]([Cl:30])[CH:24]=4)=[CH:17][CH:16]=3)[CH2:13][O:14][C:9]=2[CH:8]=1.C([O-])(O)=O.[Na+].[N+:40]([C:43]1[CH:48]=[CH:47][C:46]([S:49](Cl)(=[O:51])=[O:50])=[CH:45][CH:44]=1)([O-:42])=[O:41]>CCOC(C)=O>[CH3:2][O:3][C:4](=[O:34])[C@@H:5]([NH:33][S:49]([C:46]1[CH:45]=[CH:44][C:43]([N+:40]([O-:42])=[O:41])=[CH:48][CH:47]=1)(=[O:50])=[O:51])[CH2:6][C:7]1[CH:32]=[CH:31][C:10]2[O:11][C@H:12]([C:15]3[CH:20]=[CH:19][C:18]([O:21][CH2:22][C:23]4[CH:28]=[CH:27][C:26]([Cl:29])=[C:25]([Cl:30])[CH:24]=4)=[CH:17][CH:16]=3)[CH2:13][O:14][C:9]=2[CH:8]=1 |f:0.1,2.3|. Reported procedure: (S)-2-Amino-3-{(R)-2-[4-(3,4-dichloro-benzyloxy)-phenyl]-2,3-dihydro-benzo[1,4]dioxin-6-yl}-propionic acid methyl ester hydrochloride (1.2 g) was dissolved in 100 mL EtOAc and 100 mL saturated aqueous NaHCO3 and 1.0 g p-nitrobenzenesulfonyl chloride was added. After stirring at room temperature for 2 hours, the layers were separated and the organic layer was dried over Na2SO4 and evaporated. The residue was purified by silica gel flash chromatography (hexanes to 7:3 hexanes/EtOAc) to give 1.7 g ... The reactants are COC1=NC=C(C=N1)C=1SC2=C(N1)C=CC=C2 (2-(2-methoxypyrimidin-5-yl)-1,3-benzothiazole), S1C=NC2=C1C=CC(=C2)N (1,3-benzothiazol-5-amine), BrC=1C=CC(=NC1)NC (5-bromo-N-methylpyridin-2-amine). Yields the product COC=1C=CC2=C(N=C(S2)C=2C=CC(=NC2)NC)C1 (5-(5-Methoxy-1,3-benzothiazol-2-yl)-N-methylpyridin-2-amine). As a reaction SMILES: [CH3:1][O:2]C1N=CC(C2SC3C=CC=CC=3N=2)=CN=1.[S:18]1[C:22]2[CH:23]=[CH:24][C:25](N)=[CH:26][C:21]=2[N:20]=[CH:19]1.Br[C:29]1[CH:30]=[CH:31][C:32]([NH:35][CH3:36])=[N:33][CH:34]=1>>[CH3:1][O:2][C:25]1[CH:24]=[CH:23][C:22]2[S:18][C:19]([C:29]3[CH:30]=[CH:31][C:32]([NH:35][CH3:36])=[N:33][CH:34]=3)=[N:20][C:21]=2[CH:26]=1. Procedure details: The title compound was prepared according to the method used for the preparation of 2-(2-methoxypyrimidin-5-yl)-1,3-benzothiazole, now starting from 1,3-benzothiazol-5-amine (50 mg, 0.33 mmol) and 5-bromo-N-methylpyridin-2-amine (75 mg, 0.40 mmol). The is crude material was purified on a preparative HPLC to give the title compound (12 mg) as a pale beige solid. 1H NMR δ ppm 8.62 (d, 1H) 7.95 (dd, 1H) 7.61 (d, 1H) 7.19 (q, 1H) 7.07 (d, 1H) 6.69 (dd, 1H) 6.56 (d, 1H) 5.24 (s, 2H) 2.85 (d, 3H); MS ... Reactants: CCNCCO, CCCOc1ccccc1-c1nc2nc(S(C)(=O)=O)ncc2c(=O)[nH]1, ClCCl. The product is CCCOc1ccccc1-c1nc2nc(N(CC)CCO)ncc2c(=O)[nH]1. As a reaction SMILES: [CH2:26]([CH3:27])[NH:28][CH2:29][CH2:30][OH:31].[CH3:1][S:2](=[O:3])(=[O:4])[c:5]1[n:6][cH:7][c:8]2[c:9]([n:10]1)[n:11][c:12](-[c:16]1[c:17]([O:22][CH2:23][CH2:24][CH3:25])[cH:18][cH:19][cH:20][cH:21]1)[nH:13][c:14]2=[O:15].[Cl:32][CH2:33][Cl:34]>>[c:5]1([N:28]([CH2:26][CH3:27])[CH2:29][CH2:30][OH:31])[n:6][cH:7][c:8]2[c:9]([n:10]1)[n:11][c:12](-[c:16]1[c:17]([O:22][CH2:23][CH2:24][CH3:25])[cH:18][cH:19][cH:20][cH:21]1)[nH:13][c:14]2=[O:15].